Dataset: the Open Reaction Database (ORD), a public repository of structured organic reaction records. Task: describe an organic reaction: reactants, conditions, products, and yield Reactants: BrC1=CC=C(OC(C)O)C=C1 (p-Bromophenoxyethanol), BrCCC (bromopropane), O (water), [OH-].[Na+] (sodium hydroxide). Reagents/catalysts: CCCC[N+](CCCC)(CCCC)CCCC.S(=O)(=O)(O)[O-] (tetrabuthylammonium hydrogensulfate). Run in CS(=O)C (dimethyl sulfoxide), O1CCCC1 (tetrahydrofuran), C1(=CC=CC=C1)C (toluene). Reaction conditions: temperature 25 celsius, time 1.5 hour. Yields the product BrC1=CC=C(OCCOCCC)C=C1 (1-p-bromophenoxy-2-propoxyethane). Yield: 97.8%. As a reaction SMILES: [Br:1][C:2]1[CH:11]=[CH:10][C:5]([O:6][CH:7](O)[CH3:8])=[CH:4][CH:3]=1.Br[CH2:13][CH2:14][CH3:15].[OH-:16].[Na+].O>CCCC[N+](CCCC)(CCCC)CCCC.S([O-])(O)(=O)=O.CS(C)=O.O1CCCC1.C1(C)C=CC=CC=1>[Br:1][C:2]1[CH:11]=[CH:10][C:5]([O:6][CH2:7][CH2:8][O:16][CH2:13][CH2:14][CH3:15])=[CH:4][CH:3]=1 |f:2.3,5.6|. Procedure details: p-Bromophenoxyethanol (2067 g, 9.5227 mol), bromopropane (2342 g, 19.05 mol) and tetrabuthylammonium hydrogensulfate (162 g, 0.476 mol) were dissolved in 10.3 L of dimethyl sulfoxide. A 50 W/W% aqueous sodium hydroxide solution (3.81 kg, 47.625 mol) was dropped slowly. Since heat was generated, the dropping rate and the external temperature were adjusted so that the internal temperature was kept at 40-50° C. After cooling and stirring for 1.5 hours, the mixture was cooled to 20-30° C. and 20.6 L...